The task is: describe an organic reaction: reactants, conditions, products, and yield. This data is from the Open Reaction Database (ORD), a public repository of structured organic reaction records. Reactants: FC(C(=O)[O-])(F)F (trifluoroacetate), C(C1=CC=CC=C1)OC=1C(=CC(=C(C1)N=CN(C)C)C#N)OC (N′-(5-(benzyloxy)-2-cyano-4-methoxyphenyl)-N,N-dimethylimidoformamide). The solvent is FC(C(=O)O)(F)F (trifluoroacetic acid). Yields the product C(#N)C1=C(C=C(C(=C1)OC)O)N=CN(C)C (N′-(2-cyano-5-hydroxy-4-methoxyphenyl)-N,N-dimethylimidoformamide). Isolated yield 143.5%. As a reaction SMILES: C([O:8][C:9]1[C:10]([O:22][CH3:23])=[CH:11][C:12]([C:20]#[N:21])=[C:13]([N:15]=[CH:16][N:17]([CH3:19])[CH3:18])[CH:14]=1)C1C=CC=CC=1.FC(F)(F)C([O-])=O>FC(F)(F)C(O)=O>[C:20]([C:12]1[CH:11]=[C:10]([O:22][CH3:23])[C:9]([OH:8])=[CH:14][C:13]=1[N:15]=[CH:16][N:17]([CH3:18])[CH3:19])#[N:21]. Procedure details: N′-(5-(benzyloxy)-2-cyano-4-methoxyphenyl)-N,N-dimethylimidoformamide (110 g, 356 mmol) and trifluoroacetic acid (600 ml) were heated at reflux for 15 minutes. The reaction was evaporated in vacuo and then azeotroped with toluene. The residue was triturated with diethyl ether and the solid collected by suction filtration. The solid was dried in vacuo to yield N′-(2-cyano-5-hydroxy-4-methoxyphenyl)-N,N-dimethylimidoformamide (112 g, 95% yield) as a light brown trifluoroacetate salt: Reactants: ClC1(C(C=C(C=C1)Cl)Cl)C1(C(C(C(=C1Cl)Cl)(Cl)Cl)(Cl)Cl)Cl (1,2,4-trichlorophenylheptachlorocyclopentene), S(O)(O)(=O)=O (sulfuric acid), Cl (hydrogen chloride). Yields the product ClC1(C(C=C(C=C1)Cl)Cl)C1(C(C(=C(C1=O)Cl)Cl)(Cl)Cl)Cl (1,2,4-Trichlorophenyl pentachlorocyclopentenone). As a reaction SMILES: [Cl:1][C:2]1([C:10]2([Cl:21])[C:14](Cl)=[C:13]([Cl:16])[C:12](Cl)([Cl:17])[C:11]2([Cl:20])[Cl:19])[CH:7]=[CH:6][C:5]([Cl:8])=[CH:4][CH:3]1[Cl:9].S(=O)(=O)(O)[OH:23].Cl>>[Cl:1][C:2]1([C:10]2([Cl:21])[C:14](=[O:23])[C:13]([Cl:16])=[C:12]([Cl:17])[C:11]2([Cl:20])[Cl:19])[CH:7]=[CH:6][C:5]([Cl:8])=[CH:4][CH:3]1[Cl:9]. Procedure: A mixture of 337 grams of 1,2,4-trichlorophenylheptachlorocyclopentene and 301 grams of concentrated sulfuric acid was stirred and heated at 105° to 124° centigrade for 10 hours. A total of 47 grams of hydrogen chloride was evolved and collected. The reaction mixture was mixed with water, the organic layer was separated and washed with water until neutral, after which it was dried and distilled. The product was collected as a red-orange viscous oil which crystallized on standing. Boiling point w... RXN SMILES: [CH2:1]([CH3:2])[O:3][C:4](=[O:5])[c:6]1[c:7]([OH:22])[c:8]2[c:9]([cH:10][n:11]1)[n:12][c:13](-[c:15]1[cH:16][n:17][cH:18][c:19]([Br:21])[cH:20]1)[s:14]2.[CH3:27][CH2:28][O:29][C:30](=[O:31])[CH3:32].[CH:23]([O-:24])=[O:25].[NH4+:26]>>[CH2:1]([CH3:2])[O:3][C:4](=[O:5])[c:6]1[c:7]([OH:22])[c:8]2[c:9]([cH:10][n:11]1)[n:12][c:13](-[c:15]1[cH:16][n:17][cH:18][cH:19][cH:20]1)[s:14]2. Reactants: CCOC(=O)c1ncc2nc(-c3cncc(Br)c3)sc2c1O, CCOC(C)=O, O=C[O-], [NH4+]. Yields the product CCOC(=O)c1ncc2nc(-c3cccnc3)sc2c1O. Reactants: BrB(Br)Br, Clc1ccc(-c2csc(COCc3ccccc3)n2)cc1, ClCCl, [Na+], O=C([O-])O. Product: OCc1nc(-c2ccc(Cl)cc2)cs1. RXN SMILES: [B:22]([Br:23])([Br:24])[Br:25].[CH2:1]([c:2]1[cH:3][cH:4][cH:5][cH:6][cH:7]1)[O:8][CH2:9][c:10]1[s:11][cH:12][c:13](-[c:15]2[cH:16][cH:17][c:18]([Cl:21])[cH:19][cH:20]2)[n:14]1.[Cl:31][CH2:32][Cl:33].[Na+:30].[O-:26][C:27]([OH:28])=[O:29]>>[OH:8][CH2:9][c:10]1[s:11][cH:12][c:13](-[c:15]2[cH:16][cH:17][c:18]([Cl:21])[cH:19][cH:20]2)[n:14]1.